From a dataset of the Open Reaction Database (ORD), a public repository of structured organic reaction records. describe an organic reaction: reactants, conditions, products, and yield Starting materials: [Br-], O=CC1CCN(C(=O)c2ccccc2)CC1, C1CCOC1, C=C[Mg+]. The product is C=CC(O)C1CCN(C(=O)c2ccccc2)CC1. Reaction SMILES: [Br-:17].[C:1]([c:2]1[cH:3][cH:4][cH:5][cH:6][cH:7]1)(=[O:8])[N:9]1[CH2:10][CH2:11][CH:12]([CH:15]=[O:16])[CH2:13][CH2:14]1.[CH2:21]1[O:22][CH2:23][CH2:24][CH2:25]1.[CH:18](=[CH2:19])[Mg+:20]>>[C:1]([c:2]1[cH:3][cH:4][cH:5][cH:6][cH:7]1)(=[O:8])[N:9]1[CH2:10][CH2:11][CH:12]([CH:15]([OH:16])[CH:18]=[CH2:19])[CH2:13][CH2:14]1. The reactants are [OH-].[K+] (KOH), O([Si](C)(C)C(C)(C)C)CCC1=CNC=2N=CN=C(C21)Cl (5-[2-(tert-Butyldimethylsiloxy)ethyl]-4-chloro-7H-pyrrolo[2,3-d]pyrimidine), ( ii ), bromo sugar, ClC1=C(C=CC(=C1)Cl)CO[C@H]1[C@]([C@@H](OC)O[C@@H]1COCC1=C(C=C(C=C1)Cl)Cl)(O)C (3,5-bis-O-(2,4-dichlorophenylmethyl)-2-C-methyl-1-O-methyl-α-D-ribofuranose), COCCOCCN(CCOCCOC)CCOCCOC (tris[2-(2-methoxyethoxy)ethyl]amine), ( i ). Solvent: O (water), C(Cl)Cl (CH2Cl2), CC#N (CH3CN), C(C)#N (acetonitrile). Reaction conditions: time 10 minute. The product is O([Si](C)(C)C(C)(C)C)CCC1=CN(C=2N=CN=C(C21)Cl)[C@H]2[C@](O)([C@H](OCC1=C(C=C(C=C1)Cl)Cl)[C@H](O2)COCC2=C(C=C(C=C2)Cl)Cl)C (5-[2-(tert-Butyldimethylsiloxy)ethyl]-4-chloro-7-[2-C-methyl-3,5-bis-O-(2,4-dichlorophenylmethyl)-β-D-ribofuranosyl]-7H-pyrrolo[2,3-d]pyrimidine). Yield: 13.0%. As a reaction SMILES: [O:1]([CH2:9][CH2:10][C:11]1[C:19]2[C:18]([Cl:20])=[N:17][CH:16]=[N:15][C:14]=2[NH:13][CH:12]=1)[Si:2]([C:5]([CH3:8])([CH3:7])[CH3:6])([CH3:4])[CH3:3].[OH-].[K+].COCCOCCN(CCOCCOC)CCOCCOC.[Cl:45][C:46]1[CH:51]=[C:50]([Cl:52])[CH:49]=[CH:48][C:47]=1[CH2:53][O:54][C@@H:55]1[C@@H:61]([CH2:62][O:63][CH2:64][C:65]2[CH:70]=[CH:69][C:68]([Cl:71])=[CH:67][C:66]=2[Cl:72])[O:60][C@H:57](OC)[C@:56]1([CH3:74])[OH:73]>CC#N.O.C(Cl)Cl>[O:1]([CH2:9][CH2:10][C:11]1[C:19]2[C:18]([Cl:20])=[N:17][CH:16]=[N:15][C:14]=2[N:13]([C@@H:57]2[O:60][C@H:61]([CH2:62][O:63][CH2:64][C:65]3[CH:70]=[CH:69][C:68]([Cl:71])=[CH:67][C:66]=3[Cl:72])[C@@H:55]([O:54][CH2:53][C:47]3[CH:48]=[CH:49][C:50]([Cl:52])=[CH:51][C:46]=3[Cl:45])[C@@:56]2([CH3:74])[OH:73])[CH:12]=1)[Si:2]([C:5]([CH3:6])([CH3:7])[CH3:8])([CH3:3])[CH3:4] |f:1.2|. Reported procedure: Compound 2.3 (2.5 g, 8.00 mmol) was suspended in CH3CN (50 mL), and powdered 85% KOH, (1.3 g, 19.73 mmol) followed by TDA -1 (tris[2-(2-methoxyethoxy)ethyl]amine) (0.2 mL, 0.62 mmol) were added. After stirring at room temperature for 10 min, a freshly prepared solution of bromo sugar 2.4 (prepared from commercially available 3,5-bis-O-(2,4-dichlorophenylmethyl)-2-C-methyl-1-O-methyl-α-D-ribofuranose; (i) Helv. Chim. Acta, 1995, 78, 486; (ii) WO 02/057287, 2002) (10.1 mmol) in anhydrous acetonitr... The reactants are CC(=O)N1CCN(CC1)C2=CC(=C(C=C2)N)OC, CC1=CN=C(N=C1C2=CN(C3=CC=CC=C32)S(=O)(=O)C4=CC=CC=C4)Cl. The reagents and catalysts are C(=O)([O-])[O-].[Cs+].[Cs+], CC1(C2=C(C(=CC=C2)P(C3=CC=CC=C3)C4=CC=CC=C4)OC5=C1C=CC=C5P(C6=CC=CC=C6)C7=CC=CC=C7)C, CC(=O)O.CC(=O)O.[Pd]. Solvent: C1COCCO1. Conditions: temperature 90 celsius. The product is CC1=CN=C(N=C1C2=CN(C3=CC=CC=C32)S(=O)(=O)C4=CC=CC=C4)NC5=C(C=C(C=C5)N6CCN(CC6)C(=O)C)OC. The yield is 56.6%. Procedure details: Cesium carbonate (2.55 g, 7.82 mmol), (9,9-dimethyl-9H-xanthene-4,5-diyl)bis(diphenylphosphine) (0.301 g, 0.52 mmol) and diacetoxypalladium (0.058 g, 0.26 mmol) were added to a stirred suspension of 3-(2-chloro-5-methylpyrimidin-4-yl)-1-(phenylsulfonyl)-1H-indole (2 g, 5.21 mmol) and 1-(4-(4-amino-3-methoxyphenyl)piperazin-1-yl)ethanone (1.299 g, 5.21 mmol) in 1,4-dioxane (50 ml). The resulting suspension was degassed with argon and stirred at 90 °C for 2 hours.  After cooling, the mixture was f...